This data is from the Open Reaction Database (ORD), a public repository of structured organic reaction records. The task is: describe an organic reaction: reactants, conditions, products, and yield Reactants: COc1cc2c(N)cnc(CNC(=O)OC(C)(C)C)c2cc1OC, O=C(N=C=S)c1ccccc1, CCO, CC(C)=O. Product: COc1cc2c(NC(N)=S)cnc(CNC(=O)OC(C)(C)C)c2cc1OC. RXN SMILES: [C:1]([CH3:2])([CH3:3])([CH3:4])[O:5][C:6]([NH:7][CH2:8][c:9]1[n:10][cH:11][c:12]([NH2:23])[c:13]2[cH:14][c:15]([O:21][CH3:22])[c:16]([O:19][CH3:20])[cH:17][c:18]12)=[O:24].[C:25](=[O:26])([c:27]1[cH:28][cH:29][cH:30][cH:31][cH:32]1)[N:33]=[C:34]=[S:35].[CH3:36][CH2:37][OH:38].[CH3:39][C:40](=[O:41])[CH3:42]>>[C:1]([CH3:2])([CH3:3])([CH3:4])[O:5][C:6]([NH:7][CH2:8][c:9]1[n:10][cH:11][c:12]([NH:23][C:34]([NH2:33])=[S:35])[c:13]2[cH:14][c:15]([O:21][CH3:22])[c:16]([O:19][CH3:20])[cH:17][c:18]12)=[O:24]. The reactants are CC(C(=O)OC)(C)C1=CC=C(C=C1)[N+](=O)[O-] (methyl 2-methyl-2-(4-nitrophenyl)propionate), BH3. Solvent: C1CCOC1 (THF), C1CCOC1 (THF). Reaction conditions: time 8 hour. Product: CC(CO)(C)C1=CC=C(C=C1)[N+](=O)[O-] (2-methyl-2-(4-nitro-phenyl)-propan-1-ol). As a reaction SMILES: [CH3:1][C:2]([C:8]1[CH:13]=[CH:12][C:11]([N+:14]([O-:16])=[O:15])=[CH:10][CH:9]=1)([CH3:7])[C:3](OC)=[O:4]>C1COCC1>[CH3:7][C:2]([C:8]1[CH:13]=[CH:12][C:11]([N+:14]([O-:16])=[O:15])=[CH:10][CH:9]=1)([CH3:1])[CH2:3][OH:4]. Procedure details: To a stirred solution of methyl 2-methyl-2-(4-nitrophenyl)propionate (5.32 g, 23.8 mmol, Step A) in THF (200 mL) at 0° C. was added a solution of BH3 1M in THF (25.8 mL, 45.8 mmol). The reaction was stirred at RT overnight and quenched with MeOH. THF was evaporated under reduced pressure and the residue was diluted in EtOAc and aqueous 1M HCl was added. The mixture was extracted with EtOAc, the organic layer was dried over MgSO4 and evaporated under reduced pressure. The product was purified by ... Yields the product CC(C)(C)CC1=C([Ru]C2=CC=CC2)CC=C1. The reactants are CO, CC(C)(C)C(=O)C1=C([Ru]C2=CC=CC2)CC=C1. RXN SMILES: [CH3:18][OH:19].[CH3:1][C:2]([C:3](=[O:4])[C:5]1=[C:6]([Ru:10][C:11]2=[CH:12][CH:13]=[CH:14][CH2:15]2)[CH2:7][CH:8]=[CH:9]1)([CH3:16])[CH3:17]>>[CH3:1][C:2]([CH2:3][C:5]1=[C:6]([Ru:10][C:11]2=[CH:12][CH:13]=[CH:14][CH2:15]2)[CH2:7][CH:8]=[CH:9]1)([CH3:16])[CH3:17]. Starting materials: CCOCC, CCOC(C)=O, O=C(Cl)OCc1ccccc1, CC(C)OC(=O)C(O)C(N)Cc1ccccc1, [Na+], [Na+], O=C([O-])[O-], O. Product: CC(C)OC(=O)C(O)C(Cc1ccccc1)NC(=O)OCc1ccccc1. As a reaction SMILES: [CH3:36][CH2:37][O:38][CH2:39][CH3:40].[CH3:41][CH2:42][O:43][C:44](=[O:45])[CH3:46].[Cl:25][C:26](=[O:27])[O:28][CH2:29][c:30]1[cH:31][cH:32][cH:33][cH:34][cH:35]1.[NH2:8][CH:9]([CH:10]([C:11](=[O:12])[O:13][CH:14]([CH3:15])[CH3:16])[OH:17])[CH2:18][c:19]1[cH:20][cH:21][cH:22][cH:23][cH:24]1.[Na+:2].[Na+:3].[O-:4][C:5](=[O:6])[O-:7].[OH2:1]>>[NH:8]([CH:9]([CH:10]([C:11](=[O:12])[O:13][CH:14]([CH3:15])[CH3:16])[OH:17])[CH2:18][c:19]1[cH:20][cH:21][cH:22][cH:23][cH:24]1)[C:26](=[O:27])[O:28][CH2:29][c:30]1[cH:31][cH:32][cH:33][cH:34][cH:35]1.